From a dataset of the Open Reaction Database (ORD), a public repository of structured organic reaction records. describe an organic reaction: reactants, conditions, products, and yield Reactants: Clc1nccc2[nH]cnc12, NCc1ccccc1, O. The product is c1ccc(CNc2nccc3[nH]cnc23)cc1. RXN SMILES: [Cl:1][c:2]1[n:3][cH:4][cH:5][c:6]2[c:7]1[n:8][cH:9][nH:10]2.[NH2:11][CH2:12][c:13]1[cH:14][cH:15][cH:16][cH:17][cH:18]1.[OH2:19]>>[c:2]1([NH:11][CH2:12][c:13]2[cH:14][cH:15][cH:16][cH:17][cH:18]2)[n:3][cH:4][cH:5][c:6]2[c:7]1[n:8][cH:9][nH:10]2.